Dataset: the Open Reaction Database (ORD), a public repository of structured organic reaction records. Task: describe an organic reaction: reactants, conditions, products, and yield The reactants are N#Cc1cc(N)ccc1N1CCN(C2CCOCC2)CC1, O=C(O)c1cc2ccccc2s1. Yields the product N#Cc1cc(NC(=O)c2cc3ccccc3s2)ccc1N1CCN(C2CCOCC2)CC1. As a reaction SMILES: [NH2:13][c:14]1[cH:15][cH:16][c:17]([N:22]2[CH2:23][CH2:24][N:25]([CH:28]3[CH2:29][CH2:30][O:31][CH2:32][CH2:33]3)[CH2:26][CH2:27]2)[c:18]([C:19]#[N:20])[cH:21]1.[s:1]1[c:2]2[c:3]([cH:4][c:5]1[C:6](=[O:7])[OH:8])[cH:9][cH:10][cH:11][cH:12]2>>[s:1]1[c:2]2[c:3]([cH:4][c:5]1[C:6](=[O:8])[NH:13][c:14]1[cH:15][cH:16][c:17]([N:22]3[CH2:23][CH2:24][N:25]([CH:28]4[CH2:29][CH2:30][O:31][CH2:32][CH2:33]4)[CH2:26][CH2:27]3)[c:18]([C:19]#[N:20])[cH:21]1)[cH:9][cH:10][cH:11][cH:12]2. As a reaction SMILES: Cl[C:2]1[CH:3]=[C:4]([NH:11][C:12]2[CH:17]=[CH:16][C:15]([CH2:18][CH3:19])=[CH:14][N:13]=2)[C:5]2[N:6]([CH:8]=[CH:9][N:10]=2)[N:7]=1.CC1(C)C(C)(C)OB([C:28]2[CH:33]=[CH:32][CH:31]=[CH:30][CH:29]=2)O1.CC(C1C=C(C(C)C)C(C2C=CC=CC=2P(C2CCCCC2)C2CCCCC2)=C(C(C)C)C=1)C.C([O-])([O-])=O.[K+].[K+]>O1CCOCC1.O.C1C=CC(/C=C/C(/C=C/C2C=CC=CC=2)=O)=CC=1.C1C=CC(/C=C/C(/C=C/C2C=CC=CC=2)=O)=CC=1.C1C=CC(/C=C/C(/C=C/C2C=CC=CC=2)=O)=CC=1.[Pd].[Pd]>[CH2:18]([C:15]1[CH:16]=[CH:17][C:12]([NH:11][C:4]2[C:5]3[N:6]([CH:8]=[CH:9][N:10]=3)[N:7]=[C:2]([C:28]3[CH:33]=[CH:32][CH:31]=[CH:30][CH:29]=3)[CH:3]=2)=[N:13][CH:14]=1)[CH3:19] |f:3.4.5,8.9.10.11.12|. The product is C(C)C=1C=CC(=NC1)NC=1C=2N(N=C(C1)C1=CC=CC=C1)C=CN2 (N-(5-ethylpyridin-2-yl)-6-phenylimidazo[1,2-b]pyridazin-8-amine). Reactants: ClC=1C=C(C=2N(N1)C=CN2)NC2=NC=C(C=C2)CC (6-chloro-N-(5-ethylpyridin-2-yl)imidazo[1,2-b]pyridazin-8-amine), CC1(OB(OC1(C)C)C1=CC=CC=C1)C (4,4,5,5-tetramethyl-2-phenyl-1,3,2-dioxaborolane), CC(C)C1=CC(=C(C(=C1)C(C)C)C2=C(C=CC=C2)P(C3CCCCC3)C4CCCCC4)C(C)C (X-Phos), C(=O)([O-])[O-].[K+].[K+] (K2CO3). Reagents/catalysts: C=1C=CC(=CC1)/C=C/C(=O)/C=C/C2=CC=CC=C2.C=1C=CC(=CC1)/C=C/C(=O)/C=C/C2=CC=CC=C2.C=1C=CC(=CC1)/C=C/C(=O)/C=C/C2=CC=CC=C2.[Pd].[Pd] (Pd2(dba)3). Run in O1CCOCC1 (dioxane), O (H2O). The yield is 22.0%. Procedure details: A mixture of 6-chloro-N-(5-ethylpyridin-2-yl)imidazo[1,2-b]pyridazin-8-amine (329 mg, 1.21 mmol), 4,4,5,5-tetramethyl-2-phenyl-1,3,2-dioxaborolane (221 mg, 1.81 mmol), Pd2(dba)3 (70 mg, 0.121 mmol), X-Phos (231 mg, 0.484 mmol) and K2CO3 (499 mg, 3.62 mmol) in dioxane (40 mL) and H2O (10 mL) was heated to 110° C. for 20 h under N2. The mixture was cooled and concentrated in vacuo. The residue was purified by chromatography (silica gel, 10 g, 200˜300 mesh, ethyl acetate:petroleum ether=1:5) to aff... Conditions: temperature 110 celsius. Reactants: CN(Cc1ccc(-c2nnc(-c3nc(C4=CCC5(CC4)OCCO5)cnc3N(C(=O)OC(C)(C)C)C(=O)OC(C)(C)C)o2)cc1)C(=O)OC(C)(C)C, C1CCOC1, CCOC(C)=O, Cl. Product: CN(Cc1ccc(-c2nnc(-c3nc(C4=CCC(=O)CC4)cnc3N(C(=O)OC(C)(C)C)C(=O)OC(C)(C)C)o2)cc1)C(=O)OC(C)(C)C. RXN SMILES: [C:1]([CH3:2])([CH3:3])([CH3:4])[O:5][C:6](=[O:7])[N:8]([c:9]1[c:10](-[c:25]2[n:26][n:27][c:28](-[c:30]3[cH:31][cH:32][c:33]([CH2:36][N:37]([C:38]([O:39][C:40]([CH3:41])([CH3:42])[CH3:43])=[O:44])[CH3:45])[cH:34][cH:35]3)[o:29]2)[n:11][c:12]([C:15]2=[CH:16][CH2:17][C:18]3([O:19][CH2:22][CH2:21][O:20]3)[CH2:23][CH2:24]2)[cH:13][n:14]1)[C:46](=[O:47])[O:48][C:49]([CH3:50])([CH3:51])[CH3:52].[CH2:54]1[O:55][CH2:56][CH2:57][CH2:58]1.[CH3:59][CH2:60][O:61][C:62]([CH3:63])=[O:64].[ClH:53]>>[C:1]([CH3:2])([CH3:3])([CH3:4])[O:5][C:6](=[O:7])[N:8]([c:9]1[c:10](-[c:25]2[n:26][n:27][c:28](-[c:30]3[cH:31][cH:32][c:33]([CH2:36][N:37]([C:38]([O:39][C:40]([CH3:41])([CH3:42])[CH3:43])=[O:44])[CH3:45])[cH:34][cH:35]3)[o:29]2)[n:11][c:12]([C:15]2=[CH:16][CH2:17][C:18](=[O:19])[CH2:23][CH2:24]2)[cH:13][n:14]1)[C:46](=[O:47])[O:48][C:49]([CH3:50])([CH3:51])[CH3:52]. Starting materials: CC1=NNC2=NC(=NC(=C21)N)C2=CC=NC=C2 (3-methyl-6-(4-pyridyl)-pyrazolo[3,4-d]pyrimidin-4-amine), [H-].[Na+] (NaH), C1(CCCC1)CBr (cyclopentylmethyl bromide). Run in CN(C)C=O (DMF). Run at time 1 hour. Product: C1(CCCC1)CN1N=C(C=2C1=NC(=NC2N)C2=CC=NC=C2)C (1-cyclopentylmethyl-3-methyl-6-(4-pyridyl)-pyrazolo[3,4-d] -pyrimidin-4-amine). Isolated yield 26.4%. As a reaction SMILES: [CH3:1][C:2]1[C:10]2[C:5](=[N:6][C:7]([C:12]3[CH:17]=[CH:16][N:15]=[CH:14][CH:13]=3)=[N:8][C:9]=2[NH2:11])[NH:4][N:3]=1.[H-].[Na+].[CH:20]1([CH2:25]Br)[CH2:24][CH2:23][CH2:22][CH2:21]1>CN(C=O)C>[CH:20]1([CH2:25][N:4]2[C:5]3=[N:6][C:7]([C:12]4[CH:17]=[CH:16][N:15]=[CH:14][CH:13]=4)=[N:8][C:9]([NH2:11])=[C:10]3[C:2]([CH3:1])=[N:3]2)[CH2:24][CH2:23][CH2:22][CH2:21]1 |f:1.2|. Procedure: To a solution of 3-methyl-6-(4-pyridyl)-pyrazolo[3,4-d]pyrimidin-4-amine (6.0 g, 0.027 mol) in DMF (50 ml) at 0° C. was added 60% NaH/mineral oil dispersion (1.06 g, 0.027 mol) in one portion. The reaction mixture was warmed to room temperature and stirred for 1 hour. The reaction mixture was cooled to 0° C. and cyclopentylmethyl bromide (4.3 g, 0.027 mol) was added dropwise over 5 minutes. The reaction mixture was warmed to room temperature and stirred for 50 hours. The solvent was removed in v... The reactants are COC1=CC=C(C=C1)C1=C(OC=2C(C=CC2)=C1)CC(=O)O (3-(4-methoxyphenyl)-7-benzofuranacetic acid), I (hydroiodic acid). Solvent: C(C)(=O)O (acetic acid). Yields the product OC1=CC=C(C=C1)C1=C(OC=2C(C=CC2)=C1)CC(=O)O (3-(4-hydroxyphenyl)-7-benzofuranacetic acid). Reaction SMILES: C[O:2][C:3]1[CH:8]=[CH:7][C:6]([C:9]2[CH:17]=[C:13]3[CH:14]=[CH:15][CH:16]=[C:12]3[O:11][C:10]=2[CH2:18][C:19]([OH:21])=[O:20])=[CH:5][CH:4]=1.I>C(O)(=O)C>[OH:2][C:3]1[CH:8]=[CH:7][C:6]([C:9]2[CH:17]=[C:13]3[CH:14]=[CH:15][CH:16]=[C:12]3[O:11][C:10]=2[CH2:18][C:19]([OH:21])=[O:20])=[CH:5][CH:4]=1. Procedure: 3-(4-methoxyphenyl)-7-benzofuranacetic acid is acetic acid is heated at reflux with 47% hydroiodic acid overnight to provide 3-(4-hydroxyphenyl)-7-benzofuranacetic acid. The reactants are C[Si](C)(C)Cl (trimethylsilyl chloride), [H-].[Al+3].[Li+].[H-].[H-].[H-] (lithium aluminum hydride), [OH-].[Na+] (sodium hydroxide), C1(=CC=CC2=CC=CC=C12)P(C1=C(C=CC=C1)P(OCC)OCC)C1=CC=CC2=CC=CC=C12 (diethyl 2-[di(1-naphthyl)phosphino]phenylphosphonite). Solvent: C1CCOC1 (THF), O (water), C1CCOC1 (THF), C1CCOC1 (THF). Run at time 1.5 hour. Yields the product C1(=CC=CC2=CC=CC=C12)P(C1=C(C=CC=C1)P)C1=CC=CC2=CC=CC=C12 (2-[di(1-naphthyl)phosphino]phenylphosphine). Isolated yield 93.5%. RXN SMILES: C[Si](Cl)(C)C.[H-].[Al+3].[Li+].[H-].[H-].[H-].[C:12]1([P:22]([C:36]2[C:45]3[C:40](=[CH:41][CH:42]=[CH:43][CH:44]=3)[CH:39]=[CH:38][CH:37]=2)[C:23]2[CH:28]=[CH:27][CH:26]=[CH:25][C:24]=2[P:29](OCC)OCC)[C:21]2[C:16](=[CH:17][CH:18]=[CH:19][CH:20]=2)[CH:15]=[CH:14][CH:13]=1.[OH-].[Na+]>O.C1COCC1>[C:12]1([P:22]([C:36]2[C:45]3[C:40](=[CH:41][CH:42]=[CH:43][CH:44]=3)[CH:39]=[CH:38][CH:37]=2)[C:23]2[CH:28]=[CH:27][CH:26]=[CH:25][C:24]=2[PH2:29])[C:21]2[C:16](=[CH:17][CH:18]=[CH:19][CH:20]=2)[CH:15]=[CH:14][CH:13]=1 |f:1.2.3.4.5.6,8.9|. Reported procedure: Under a nitrogen atmosphere, 5.74 g (52.9 mmol) of trimethylsilyl chloride was added dropwise to a 75 mL THF suspension of 2.01 g (52.9 mmol) of lithium aluminum hydride at −30° C. over a period of 30 minutes, and after the dropwise addition, the whole was stirred at room temperature for 1.5 hours. Then, a 50 mL THF solution of 8.50 g (17.6 mmol) of diethyl 2-[di(1-naphthyl)phosphino]phenylphosphonite (7) was added dropwise at −30° C. over a period of 30 minutes and the whole was stirred at room... Reactants: O=Cc1csc(Br)c1, C1COCCN1. The product is Brc1cc(CN2CCOCC2)cs1. Reaction SMILES: [Br:1][c:2]1[cH:3][c:4]([CH:7]=[O:8])[cH:5][s:6]1.[CH2:9]1[CH2:10][O:11][CH2:12][CH2:13][NH:14]1>>[Br:1][c:2]1[cH:3][c:4]([CH2:7][N:14]2[CH2:9][CH2:10][O:11][CH2:12][CH2:13]2)[cH:5][s:6]1.